This data is from the Open Reaction Database (ORD), a public repository of structured organic reaction records. The task is: describe an organic reaction: reactants, conditions, products, and yield The reactants are O=C([O-])[O-], CN=C=S, CN1CCCC1=O, COc1ccc(Cl)cc1C(=O)NCCC1CCN(S(N)(=O)=O)CC1, Cl, [Cs+], [Cs+]. The product is CNC(=S)NS(=O)(=O)N1CCC(CCNC(=O)c2cc(Cl)ccc2OC)CC1. As a reaction SMILES: [C:25](=[O:26])([O-:27])[O-:28].[CH3:31][N:32]=[C:33]=[S:34].[CH3:36][N:37]1[CH2:38][CH2:39][CH2:40][C:41]1=[O:42].[Cl:1][c:2]1[cH:3][cH:4][c:5]([O:23][CH3:24])[c:6]([C:7](=[O:8])[NH:9][CH2:10][CH2:11][CH:12]2[CH2:13][CH2:14][N:15]([S:18](=[O:19])(=[O:20])[NH2:21])[CH2:16][CH2:17]2)[cH:22]1.[ClH:35].[Cs+:29].[Cs+:30]>>[Cl:1][c:2]1[cH:3][cH:4][c:5]([O:23][CH3:24])[c:6]([C:7](=[O:8])[NH:9][CH2:10][CH2:11][CH:12]2[CH2:13][CH2:14][N:15]([S:18](=[O:19])(=[O:20])[NH:21][C:33]([NH:32][CH3:31])=[S:34])[CH2:16][CH2:17]2)[cH:22]1. Reactants: O=C([O-])[O-], COC(=O)c1cc(O)cc(OCc2ccccc2)c1, O=Cc1ccc(F)cc1, [K+], [K+], N#N, CN(C)C=O, O. The product is COC(=O)c1cc(OCc2ccccc2)cc(Oc2ccc(C=O)cc2)c1. As a reaction SMILES: [C:22](=[O:23])([O-:24])[O-:25].[CH2:3]([c:4]1[cH:5][cH:6][cH:7][cH:8][cH:9]1)[O:10][c:11]1[cH:12][c:13]([C:14](=[O:15])[O:16][CH3:17])[cH:18][c:19]([OH:21])[cH:20]1.[F:28][c:29]1[cH:30][cH:31][c:32]([CH:33]=[O:34])[cH:35][cH:36]1.[K+:26].[K+:27].[N:1]#[N:2].[O:38]=[CH:39][N:40]([CH3:41])[CH3:42].[OH2:37]>>[CH2:3]([c:4]1[cH:5][cH:6][cH:7][cH:8][cH:9]1)[O:10][c:11]1[cH:12][c:13]([C:14](=[O:15])[O:16][CH3:17])[cH:18][c:19]([O:21][c:29]2[cH:30][cH:31][c:32]([CH:33]=[O:34])[cH:35][cH:36]2)[cH:20]1. Starting materials: CCCC(C(=O)OC)c1c(C)nc2cc(C(C)(C)C)nn2c1Cl, CCN(C(C)C)C(C)C, Cc1ccc(B(O)O)c(F)c1. The product is CCCC(C(=O)OC)c1c(C)nc2cc(C(C)(C)C)nn2c1-c1ccc(C)cc1F. RXN SMILES: [C:1]([CH3:2])([CH3:3])([CH3:4])[c:5]1[n:6][n:7]2[c:8]([n:9][c:10]([CH3:22])[c:11]([CH:14]([C:15](=[O:16])[O:17][CH3:18])[CH2:19][CH2:20][CH3:21])[c:12]2[Cl:13])[cH:23]1.[CH:35]([N:36]([CH:37]([CH3:38])[CH3:39])[CH2:40][CH3:41])([CH3:42])[CH3:43].[F:24][c:25]1[c:26]([B:32]([OH:33])[OH:34])[cH:27][cH:28][c:29]([CH3:31])[cH:30]1>>[C:1]([CH3:2])([CH3:3])([CH3:4])[c:5]1[n:6][n:7]2[c:8]([n:9][c:10]([CH3:22])[c:11]([CH:14]([C:15](=[O:16])[O:17][CH3:18])[CH2:19][CH2:20][CH3:21])[c:12]2-[c:26]2[c:25]([F:24])[cH:30][c:29]([CH3:31])[cH:28][cH:27]2)[cH:23]1. The reactants are C1CCOC1, CCO, CCOC(=O)c1c(C)nn2c(-c3ccc(OC)cc3Cl)c(C)ccc12, [K+], [OH-], O. Product: COc1ccc(-c2c(C)ccc3c(C(=O)O)c(C)nn23)c(Cl)c1. Reaction SMILES: [CH2:31]1[O:32][CH2:33][CH2:34][CH2:35]1.[CH3:28][CH2:29][OH:30].[Cl:1][c:2]1[c:3](-[c:10]2[c:11]([CH3:25])[cH:12][cH:13][c:14]3[n:15]2[n:16][c:17]([CH3:24])[c:18]3[C:19](=[O:20])[O:21][CH2:22][CH3:23])[cH:4][cH:5][c:6]([O:8][CH3:9])[cH:7]1.[K+:27].[OH-:26].[OH2:36]>>[Cl:1][c:2]1[c:3](-[c:10]2[c:11]([CH3:25])[cH:12][cH:13][c:14]3[n:15]2[n:16][c:17]([CH3:24])[c:18]3[C:19](=[O:20])[OH:21])[cH:4][cH:5][c:6]([O:8][CH3:9])[cH:7]1.